The task is: describe an organic reaction: reactants, conditions, products, and yield. This data is from the Open Reaction Database (ORD), a public repository of structured organic reaction records. Starting materials: Br.C(C)OC(=O)C1CN(CCC1)CCBr (1-(2-bromoethyl)-3piperidinecarboxylic acid ethyl ester hydrobromide), [H-].[Na+] (Sodium hydride), C1(=CC=CC=C1)CCCO (3-phenyl-1-propanol), [H-].[Na+] (sodium hydride), O (water). Run in C1(=CC=CC=C1)C (toluene), C1(=CC=CC=C1)C (toluene). Conditions: time 30 minute. The product is C(C)OC(=O)C1CN(CCC1)CCOCCCC1=CC=CC=C1 (1-(2-(3-phenyl-1-propyloxy)ethyl)-3-piperidinecarboxylic acid ethyl ester). The yield is 27.1%. Reaction SMILES: [H-].[Na+].[C:3]1([CH2:9][CH2:10][CH2:11][OH:12])[CH:8]=[CH:7][CH:6]=[CH:5][CH:4]=1.Br.[CH2:14]([O:16][C:17]([CH:19]1[CH2:24][CH2:23][CH2:22][N:21]([CH2:25][CH2:26]Br)[CH2:20]1)=[O:18])[CH3:15].O>C1(C)C=CC=CC=1>[CH2:14]([O:16][C:17]([CH:19]1[CH2:24][CH2:23][CH2:22][N:21]([CH2:25][CH2:26][O:12][CH2:11][CH2:10][CH2:9][C:3]2[CH:8]=[CH:7][CH:6]=[CH:5][CH:4]=2)[CH2:20]1)=[O:18])[CH3:15] |f:0.1,3.4|. Reported procedure: Sodium hydride (1.5 g, 37 mmol, 60% oil dispersion) was added portionwise to a stirred solution of 3-phenyl-1-propanol (5.0 g, 37 mmol) in toluene (25 ml) placed under an atmosphere of nitrogen. The mixture was stirred for 30 minutes at ambient temperature and then heated at reflux for 45 minutes. The reaction mixture was allowed to cool and another portion of sodium hydride (1.5 g, 37 mmol, 60% oil dispersion) was added followed by toluene (25 ml). The suspension was heated at reflux for 15 min... Yield: 81.5%. Procedure details: To a solution of 7-[4-(2-butoxyethoxy)phenyl]-N-[4-[hydroxy(1-oxidopyridin-2-yl)methyl]-3-trifluoromethylphenyl]1-(2,2,2-trifluoroacetyl)-2,3-dihydro-1-benzazepine-4-carboxamide (155 mg) in ethanol (10 ml) was added sodium borohydride (79 mg) and the mixture was stirred for 7 hours. To the mixture was added water and the mixture was extracted with ethyl acetate. The organic layer was washed with saturated brine and dried over magnesium sulfate. The solvent was distilled off under reduced pressur... Reaction conditions: time 7 hour. The solvent is C(C)O (ethanol). Reaction SMILES: [CH2:1]([O:5][CH2:6][CH2:7][O:8][C:9]1[CH:14]=[CH:13][C:12]([C:15]2[CH:16]=[CH:17][C:18]3[N:24](C(=O)C(F)(F)F)[CH2:23][CH2:22][C:21]([C:31]([NH:33][C:34]4[CH:39]=[CH:38][C:37]([CH:40]([OH:48])[C:41]5[CH:46]=[CH:45][CH:44]=[CH:43][N+:42]=5[O-:47])=[C:36]([C:49]([F:52])([F:51])[F:50])[CH:35]=4)=[O:32])=[CH:20][C:19]=3[CH:53]=2)=[CH:11][CH:10]=1)[CH2:2][CH2:3][CH3:4].[BH4-].[Na+].O>C(O)C>[CH2:1]([O:5][CH2:6][CH2:7][O:8][C:9]1[CH:14]=[CH:13][C:12]([C:15]2[CH:16]=[CH:17][C:18]3[NH:24][CH2:23][CH2:22][C:21]([C:31]([NH:33][C:34]4[CH:39]=[CH:38][C:37]([CH:40]([OH:48])[C:41]5[CH:46]=[CH:45][CH:44]=[CH:43][N+:42]=5[O-:47])=[C:36]([C:49]([F:52])([F:50])[F:51])[CH:35]=4)=[O:32])=[CH:20][C:19]=3[CH:53]=2)=[CH:11][CH:10]=1)[CH2:2][CH2:3][CH3:4] |f:1.2|. Yields the product C(CCC)OCCOC1=CC=C(C=C1)C=1C=CC2=C(C=C(CCN2)C(=O)NC2=CC(=C(C=C2)C(C2=[N+](C=CC=C2)[O-])O)C(F)(F)F)C1 (7-[4-(2-butoxyethoxy)phenyl]-N-[4-[hydroxy(1-oxidopyridin-2-yl)methyl]-3-trifluoromethylphenyl]-2,3-dihydro-1-benzazepine-4-carboxamide). Starting materials: C(CCC)OCCOC1=CC=C(C=C1)C=1C=CC2=C(C=C(CCN2C(C(F)(F)F)=O)C(=O)NC2=CC(=C(C=C2)C(C2=[N+](C=CC=C2)[O-])O)C(F)(F)F)C1 (7-[4-(2-butoxyethoxy)phenyl]-N-[4-[hydroxy(1-oxidopyridin-2-yl)methyl]-3-trifluoromethylphenyl]1-(2,2,2-trifluoroacetyl)-2,3-dihydro-1-benzazepine-4-carboxamide), [BH4-].[Na+] (sodium borohydride), O (water). Starting materials: N(C(=O)C)C1=CC=C(C=C1)O (p-Acetaminophenol), C([O-])([O-])=O.[Ca+2] (calcium carbonate), C(=O)=O (CO2). Conditions: temperature 220 celsius. Product: NC1=CC=C(C(C(=O)O)=C1)O (5-aminosalicylic acid). The yield is 85.0%. RXN SMILES: [NH:1]([C:5]1[CH:10]=[CH:9][C:8]([OH:11])=[CH:7][CH:6]=1)C(C)=O.[C:12](=O)([O-:14])[O-:13].[Ca+2].C(=O)=O>>[NH2:1][C:5]1[CH:6]=[C:7]([C:12]([OH:14])=[O:13])[C:8]([OH:11])=[CH:9][CH:10]=1 |f:1.2|. Procedure details: p-Acetaminophenol 15 g, calcium carbonate 60 g, and solid catalyst Y-type molecular sieve 7.5 g were added into a 500 ml autoclave, and CO2 was introduced to perform a carboxylation reaction under a reaction pressure of 2.0 MPa and heated to 220° C., maintained for 1 hour, then the reaction was terminated, cooled to 80° C., and 1500 ml distilled water was added to dissolve calcium 5-aminosalicylate. After decolorization, the aqueous phase was acidified with 20˜30% hydrochloric acid until pH=4, c... Reactants: CCOC(=O)c1ccccc1N, CC(=O)c1ccccc1, O, c1ccccc1. Yields the product CCOC(=O)c1ccccc1N=C(C)c1ccccc1. Reaction SMILES: [C:10](=[O:11])([O:12][CH2:13][CH3:14])[c:15]1[c:16]([NH2:17])[cH:18][cH:19][cH:20][cH:21]1.[CH3:1][C:2](=[O:3])[c:4]1[cH:5][cH:6][cH:7][cH:8][cH:9]1.[OH2:28].[cH:22]1[cH:23][cH:24][cH:25][cH:26][cH:27]1>>[CH3:1][C:2]([c:4]1[cH:5][cH:6][cH:7][cH:8][cH:9]1)=[N:17][c:16]1[c:15]([C:10](=[O:11])[O:12][CH2:13][CH3:14])[cH:21][cH:20][cH:19][cH:18]1. Product: C(C)(C)(C)C1=CC=C(CN(C)CC=2C=C(C=C(C2)C)C(C)(C)O)C=C1 (2-[3-{N-(4-tert-Butylbenzyl)-N-methylaminomethyl}-5-methylphenyl]-2-propanol). The solvent is O1CCCC1 (tetrahydrofuran). Reactants: resultant mixture, C(CCC)[Li] (n-butyl lithium), CCCCCC (n-hexane), C(C)(C)(C)C1=CC=C(CN(C)CC2=CC(=CC(=C2)C)Br)C=C1 (N-(4-tert-Butylbenzyl)-N-methyl-(3-bromo-5-methylbenzyl)amine), [Cl-].[NH4+] (ammonium chloride), CC(=O)C (acetone). Reported procedure: Compound 85 (1.42 g; 3.94 mmol) was dissolved in tetrahydrofuran (20 ml). While the solution was stirred at −75° C. under nitrogen atmosphere, n-butyl lithium in n-hexane (1.56 M: 2.5 ml; 3.94 mmol) was added dropwise. The mixture was stirred for 15 minutes, and acetone (2 ml) was added dropwise thereto. The resultant mixture was brought to room temperature over 2 hours, and the reaction was stopped by dropwise addition of saturated aqueous ammonium chloride solution, followed by extraction with... Reaction SMILES: [C:1]([C:5]1[CH:22]=[CH:21][C:8]([CH2:9][N:10]([CH2:12][C:13]2[CH:18]=[C:17]([CH3:19])[CH:16]=C(Br)[CH:14]=2)[CH3:11])=[CH:7][CH:6]=1)([CH3:4])([CH3:3])[CH3:2].[CH2:23]([Li])CCC.CCCCCC.[Cl-].[NH4+].[CH3:36][C:37]([CH3:39])=[O:38]>O1CCCC1>[C:1]([C:5]1[CH:6]=[CH:7][C:8]([CH2:9][N:10]([CH2:12][C:13]2[CH:14]=[C:36]([C:37]([OH:38])([CH3:23])[CH3:39])[CH:16]=[C:17]([CH3:19])[CH:18]=2)[CH3:11])=[CH:21][CH:22]=1)([CH3:3])([CH3:2])[CH3:4] |f:3.4|. Isolated yield 30.6%. Run at temperature -75 celsius. Reactants: C1CCOC1, O=C(Cl)c1ccc([N+](=O)[O-])cc1, CC(N)(C#N)Cn1cc2c(Cl)cc(Cl)c(Cl)c2n1. Yields the product CC(C#N)(Cn1cc2c(Cl)cc(Cl)c(Cl)c2n1)NC(=O)c1ccc([N+](=O)[O-])cc1. Reaction SMILES: [CH2:31]1[O:32][CH2:33][CH2:34][CH2:35]1.[N+:1](=[O:2])([O-:3])[c:4]1[cH:5][cH:6][c:7]([C:8](=[O:9])[Cl:10])[cH:11][cH:12]1.[NH2:13][C:14]([C:15]#[N:16])([CH2:17][n:18]1[n:19][c:20]2[c:21]([Cl:29])[c:22]([Cl:28])[cH:23][c:24]([Cl:27])[c:25]2[cH:26]1)[CH3:30]>>[N+:1](=[O:2])([O-:3])[c:4]1[cH:5][cH:6][c:7]([C:8](=[O:9])[NH:13][C:14]([C:15]#[N:16])([CH2:17][n:18]2[n:19][c:20]3[c:21]([Cl:29])[c:22]([Cl:28])[cH:23][c:24]([Cl:27])[c:25]3[cH:26]2)[CH3:30])[cH:11][cH:12]1. The reactants are C(C)C1(C(C2=CC=CC=C2C1)O)C=1N=CNC1 (4-(2-ethyl-2,3-dihydro-1-hydroxy-1H-inden-2-yl)-1H-imidazole), O (water), Cl (HCl), [H][H] (hydrogen). The reagents and catalysts are [Pd] (palladium on charcoal). The solvent is C(C)O (ethanol). Reaction conditions: temperature 0 celsius, time 2 hour. The product is Cl.C(C)C1(CC2=CC=CC=C2C1)C=1N=CNC1 (4-(2-ethyl-2,3-dihydro-1H-inden-2-yl)-1H-imidazole hydrochloride). RXN SMILES: [CH2:1]([C:3]1([C:13]2[N:14]=[CH:15][NH:16][CH:17]=2)[CH2:11][C:10]2[C:5](=[CH:6][CH:7]=[CH:8][CH:9]=2)[CH:4]1O)[CH3:2].O.[ClH:19].[H][H]>[Pd].C(O)C>[ClH:19].[CH2:1]([C:3]1([C:13]2[N:14]=[CH:15][NH:16][CH:17]=2)[CH2:11][C:10]2[C:5](=[CH:6][CH:7]=[CH:8][CH:9]=2)[CH2:4]1)[CH3:2] |f:6.7|. Reported procedure: 4-(2-ethyl-2,3-dihydro-1-hydroxy-1H-inden-2-yl)-1H-imidazole (5 kg), water (40 kg), 30% HCl (34 kg), ethanol (22 kg) and 10% palladium on charcoal (0.5 kg) are charged. The mixture is stirred under 2.2 bar overpressure of hydrogen at 80±3° C. for 12 hours. The reaction mixture is filtered at 73±2° C., the filter cake is washed with water (7 kg) and the filtrates are combined. The reaction mixture is heated to boil and 50 l of the solvent is distilled off. The solution is cooled to 0±2° C. during...